From a dataset of the Open Reaction Database (ORD), a public repository of structured organic reaction records. describe an organic reaction: reactants, conditions, products, and yield Starting materials: C1CCOC1, CCOC(C)=O, COC(=O)Cl, [K+], [K+], Cc1nc(N(C)c2ccc(N)cc2)c2ccccc2n1, [Na+], [Na+], O=C([O-])[O-], O=S(=O)([O-])[O-], O. The product is COC(=O)Nc1ccc(N(C)c2nc(C)nc3ccccc23)cc1. RXN SMILES: [CH2:39]1[O:40][CH2:41][CH2:42][CH2:43]1.[CH3:44][CH2:45][O:46][C:47](=[O:48])[CH3:49].[Cl:34][C:35](=[O:36])[O:37][CH3:38].[K+:21].[K+:22].[NH2:1][c:2]1[cH:3][cH:4][c:5]([N:8]([CH3:9])[c:10]2[n:11][c:12]([CH3:20])[n:13][c:14]3[cH:15][cH:16][cH:17][cH:18][c:19]23)[cH:6][cH:7]1.[Na+:27].[Na+:28].[O-:23][C:24]([O-:25])=[O:26].[O-:29][S:30]([O-:31])(=[O:32])=[O:33].[OH2:50]>>[NH:1]([c:2]1[cH:3][cH:4][c:5]([N:8]([CH3:9])[c:10]2[n:11][c:12]([CH3:20])[n:13][c:14]3[cH:15][cH:16][cH:17][cH:18][c:19]23)[cH:6][cH:7]1)[C:35](=[O:36])[O:37][CH3:38]. Reactants: C1CCOC1, CCO, NN, O, O=C1c2ccccc2C(=O)N1CCn1cc(C(c2ccccc2)c2ccccc2)ccc1=O. The product is NCCn1cc(C(c2ccccc2)c2ccccc2)ccc1=O. Reaction SMILES: [CH2:40]1[O:41][CH2:42][CH2:43][CH2:44]1.[CH3:34][CH2:35][OH:36].[NH2:38][NH2:39].[OH2:37].[c:1]1([CH:7]([c:8]2[cH:9][cH:10][c:11](=[O:27])[n:12]([CH2:14][CH2:15][N:16]3[C:17](=[O:18])[c:19]4[c:20]([cH:21][cH:22][cH:23][cH:24]4)[C:25]3=[O:26])[cH:13]2)[c:28]2[cH:29][cH:30][cH:31][cH:32][cH:33]2)[cH:2][cH:3][cH:4][cH:5][cH:6]1>>[c:1]1([CH:7]([c:8]2[cH:9][cH:10][c:11](=[O:27])[n:12]([CH2:14][CH2:15][NH2:16])[cH:13]2)[c:28]2[cH:29][cH:30][cH:31][cH:32][cH:33]2)[cH:2][cH:3][cH:4][cH:5][cH:6]1. Reactants: COc1c(C)c(C)c2c(c1C)CCC(C)(CCN1CCNCC1)O2, COc1cc(C(=O)Cl)cc(OC)c1OC, ClCCCl, O, c1ccncc1. The product is COc1cc(C(=O)N2CCN(CCC3(C)CCc4c(C)c(OC)c(C)c(C)c4O3)CC2)cc(OC)c1OC. Reaction SMILES: [CH3:1][O:2][c:3]1[c:4]([CH3:24])[c:5]([CH3:23])[c:6]2[c:7]([c:21]1[CH3:22])[CH2:8][CH2:9][C:10]([CH3:12])([CH2:13][CH2:14][N:15]1[CH2:16][CH2:17][NH:18][CH2:19][CH2:20]1)[O:11]2.[CH3:35][O:36][c:37]1[cH:38][c:39]([C:40](=[O:41])[Cl:42])[cH:43][c:44]([O:48][CH3:49])[c:45]1[O:46][CH3:47].[Cl:25][CH2:26][CH2:27][Cl:28].[OH2:50].[cH:29]1[cH:30][cH:31][n:32][cH:33][cH:34]1>>[CH3:1][O:2][c:3]1[c:4]([CH3:24])[c:5]([CH3:23])[c:6]2[c:7]([c:21]1[CH3:22])[CH2:8][CH2:9][C:10]([CH3:12])([CH2:13][CH2:14][N:15]1[CH2:16][CH2:17][N:18]([C:40]([c:39]3[cH:38][c:37]([O:36][CH3:35])[c:45]([O:46][CH3:47])[c:44]([O:48][CH3:49])[cH:43]3)=[O:41])[CH2:19][CH2:20]1)[O:11]2.